Dataset: the Open Reaction Database (ORD), a public repository of structured organic reaction records. Task: describe an organic reaction: reactants, conditions, products, and yield Starting materials: BrC=1C=C2C(=C(C(NC2=CC1)=O)OC1=CC=C(C=C1)Cl)C(F)(F)F (6-bromo-3-(4-chlorophenoxy)-4-(trifluoromethyl)quinolin-2(1H)-one), BrC=1C=C2C(=C(C(NC2=CC1)=O)OC1=CC=C(C=C1)Cl)C(F)(F)F (6-bromo-3-(4-chlorophenoxy)-4-(trifluoromethyl)quinolin-2(1H)-one), [O-]CC.[Na+] (sodium ethoxide). Yields the product BrC=1C=C2C(=C(C(=NC2=CC1)OCC)OC1=CC=C(C=C1)Cl)C(F)(F)F (6-Bromo-3-(4-chlorophenoxy)-2-ethoxy-4-(trifluoromethyl)quinoline). As a reaction SMILES: [Br:1][C:2]1[CH:3]=[C:4]2[C:9](=[CH:10][CH:11]=1)[NH:8][C:7](=[O:12])[C:6]([O:13][C:14]1[CH:19]=[CH:18][C:17]([Cl:20])=[CH:16][CH:15]=1)=[C:5]2[C:21]([F:24])([F:23])[F:22].[O-][CH2:26][CH3:27].[Na+]>>[Br:1][C:2]1[CH:3]=[C:4]2[C:9](=[CH:10][CH:11]=1)[N:8]=[C:7]([O:12][CH2:26][CH3:27])[C:6]([O:13][C:14]1[CH:15]=[CH:16][C:17]([Cl:20])=[CH:18][CH:19]=1)=[C:5]2[C:21]([F:23])([F:22])[F:24] |f:1.2|. Procedure details: The title compound was prepared using 6-bromo-2-chloro-3-(4-chlorophenoxy)-4-(trifluoromethyl)quinoline (Intermediate 7, step d) in place of (4-chlorophenyl)(2,4-dichloro-3-phenoxyquinolin-6-yl)(1-methyl-1H-imidazol-5-yl)methanol (Example 1) according to the procedure of Example 2 except only one equivalent of sodium ethoxide was used. Reactants: CC(C)(C)OC(=O)CBr, C1CCOC1, COc1ccc(Cn2cc(-c3cc(Cc4ccc(F)cc4)[nH]n3)nn2)cc1, [H-], [Na+]. Yields the product COc1ccc(Cn2cc(-c3cc(Cc4ccc(F)cc4)n(CC(=O)OC(C)(C)C)n3)nn2)cc1. As a reaction SMILES: [Br:30][CH2:31][C:32](=[O:33])[O:34][C:35]([CH3:36])([CH3:37])[CH3:38].[CH2:39]1[O:40][CH2:41][CH2:42][CH2:43]1.[F:1][c:2]1[cH:3][cH:4][c:5]([CH2:6][c:7]2[cH:8][c:9](-[c:12]3[n:13][n:14][n:15]([CH2:17][c:18]4[cH:19][cH:20][c:21]([O:24][CH3:25])[cH:22][cH:23]4)[cH:16]3)[n:10][nH:11]2)[cH:26][cH:27]1.[H-:29].[Na+:28]>>[F:1][c:2]1[cH:3][cH:4][c:5]([CH2:6][c:7]2[cH:8][c:9](-[c:12]3[n:13][n:14][n:15]([CH2:17][c:18]4[cH:19][cH:20][c:21]([O:24][CH3:25])[cH:22][cH:23]4)[cH:16]3)[n:10][n:11]2[CH2:31][C:32](=[O:33])[O:34][C:35]([CH3:36])([CH3:37])[CH3:38])[cH:26][cH:27]1.